From a dataset of the Open Reaction Database (ORD), a public repository of structured organic reaction records. describe an organic reaction: reactants, conditions, products, and yield The reactants are O=C1CC(CN1C1=CC(=CC=C1)NC(=O)N1CCCCC1)C(=O)NC(CC(=O)OCC)C=1C=NC=CC1 (ethyl 3-({5-oxo-1-(3-(piperidylcarbonylamino)phenyl)pyrrolidin-3-yl}carbonylamino)-3-(3-pyridyl)propanoate), [OH-].[Na+] (NaOH), Cl (HCl). Reaction conditions: time 8 hour. Yields the product O=C1CC(CN1C1=CC(=CC=C1)NC(=O)N1CCCCC1)C(=O)NC(CC(=O)O)C=1C=NC=CC1 (3-({5-oxo-1-(3-(piperidylcarbonylamino)phenyl)pyrrolidin-3-yl}carbonylamino)-3-(3-pyridyl)propanoic acid). Reaction SMILES: [O:1]=[C:2]1[N:6]([C:7]2[CH:12]=[CH:11][CH:10]=[C:9]([NH:13][C:14]([N:16]3[CH2:21][CH2:20][CH2:19][CH2:18][CH2:17]3)=[O:15])[CH:8]=2)[CH2:5][CH:4]([C:22]([NH:24][CH:25]([C:32]2[CH:33]=[N:34][CH:35]=[CH:36][CH:37]=2)[CH2:26][C:27]([O:29]CC)=[O:28])=[O:23])[CH2:3]1.[OH-].[Na+].Cl>>[O:1]=[C:2]1[N:6]([C:7]2[CH:12]=[CH:11][CH:10]=[C:9]([NH:13][C:14]([N:16]3[CH2:21][CH2:20][CH2:19][CH2:18][CH2:17]3)=[O:15])[CH:8]=2)[CH2:5][CH:4]([C:22]([NH:24][CH:25]([C:32]2[CH:33]=[N:34][CH:35]=[CH:36][CH:37]=2)[CH2:26][C:27]([OH:29])=[O:28])=[O:23])[CH2:3]1 |f:1.2|. Procedure: To a solution of ethyl 3-({5-oxo-1-(3-(piperidylcarbonylamino)phenyl)pyrrolidin-3-yl}carbonylamino)-3-(3-pyridyl)propanoate (169 mg, 0.333 mmol, 1.0 eq) was added a solution of NaOH (0.84 mL, 2.0 M, 1.67 mmol, 5.0 eq). After the reaction mixture was stirred at room temperature overnight, it was neutralized with a solution of aqueous HCl (0.84 mL, 2.0 M, 1.67 mmol). Following removal of solvent under reduced pressure, product was dissolved in 10% MeOH-CH2Cl2, and filtered. Concentration under red... The reactants are BrC=1C=CC=2C3=C(C=NC2C1)N=C(N3CCCON3C(C1=CC=CC=C1C3=O)=O)CCC (2-[3-(7-bromo-2-propyl-1H-imidazo[4,5-c]quinolin-1-yl)propoxy]-1H-isoindole-1,3(2H)-dione), C1=CC(=CC(=C1)Cl)C(=O)OO (mCPBA), C1(=CC=C(C=C1)S(=O)(=O)Cl)C (p-toluenesulfonyl chloride), [OH-].[NH4+] (ammonium hydroxide). Solvent: C(Cl)(Cl)Cl (chloroform). Conditions: temperature 0 celsius, time 2 hour. Product: NOCCCN1C(=NC=2C(=NC=3C=C(C=CC3C21)Br)N)CCC (1-[3-(aminooxy)propyl]-7-bromo-2-propyl-1H-imidazo[4,5-c]quinolin-4-amine). RXN SMILES: [Br:1][C:2]1[CH:3]=[CH:4][C:5]2[C:6]3[N:14]([CH2:15][CH2:16][CH2:17][O:18][N:19]4C(=O)C5C(=CC=CC=5)C4=O)[C:13]([CH2:30][CH2:31][CH3:32])=[N:12][C:7]=3[CH:8]=[N:9][C:10]=2[CH:11]=1.C1C=C(Cl)C=C(C(OO)=O)C=1.[OH-].[NH4+:45].C1(C)C=CC(S(Cl)(=O)=O)=CC=1>C(Cl)(Cl)Cl>[NH2:19][O:18][CH2:17][CH2:16][CH2:15][N:14]1[C:6]2[C:5]3[CH:4]=[CH:3][C:2]([Br:1])=[CH:11][C:10]=3[N:9]=[C:8]([NH2:45])[C:7]=2[N:12]=[C:13]1[CH2:30][CH2:31][CH3:32] |f:2.3|. Procedure details: To a solution of 2-[3-(7-bromo-2-propyl-1H-imidazo[4,5-c]quinolin-1-yl)propoxy]-1H-isoindole-1,3(2H)-dione (1.00 g, 2.03 mmol) in chloroform (20 mL) at room temperature and under an atmosphere of nitrogen was added mCPBA (1.00 g, 4.06 mmol). The reaction was stirred for 2 hours, then was cooled to 0° C. Concentrated ammonium hydroxide (1 mL) was added followed by p-toluenesulfonyl chloride (111 mg, 0.58 mmol) in portions. The mixture was stirred for 1.5 hours at 0° C. and then filtered to remove... As a reaction SMILES: [Cl-].[NH4+].[Cl:3][C:4]1[C:5]([N+:27]([O-])=O)=[C:6]([C:16]([NH:18][CH:19]2[CH:24]3[CH2:25][CH2:26][N:21]([CH2:22][CH2:23]3)[CH2:20]2)=[O:17])[C:7]2[O:12][CH2:11][C:10](=[O:13])[N:9]([CH3:14])[C:8]=2[CH:15]=1>CN(C)C=O.[Fe]>[ClH:3].[NH2:27][C:5]1[C:4]([Cl:3])=[CH:15][C:8]2[N:9]([CH3:14])[C:10](=[O:13])[CH2:11][O:12][C:7]=2[C:6]=1[C:16]([NH:18][CH:19]1[CH:24]2[CH2:23][CH2:22][N:21]([CH2:26][CH2:25]2)[CH2:20]1)=[O:17] |f:0.1,5.6|. Yields the product Cl.NC1=C(C2=C(N(C(CO2)=O)C)C=C1Cl)C(=O)NC1CN2CCC1CC2 (7-amino-6-chloro-3,4-dihydro-4-methyl-3-oxo-N-(3-quinuclidinyl)-2H-1,4-benzoxazine-8-carboxamide hydrochloride). Starting materials: ClC=1C(=C(C2=C(N(C(CO2)=O)C)C1)C(=O)NC1CN2CCC1CC2)[N+](=O)[O-] (6-chloro-3,4-dihydro-4-methyl-7-nitro-3-oxo-N-(3-quinuclidinyl)-2H-1,4-benzoxazine-8-carboxamide), [Cl-].[NH4+] (ammonium chloride). Procedure details: To a solution of 12 ml of 0.78N aqueous ammonium chloride and 5 ml of dimethylformamide with heating at 85° C. is added 4.8 g of powdery iron under stirring and then a solution of 8.0 g of 6-chloro-3,4-dihydro-4-methyl-7-nitro-3-oxo-N-(3-quinuclidinyl)-2H-1,4-benzoxazine-8-carboxamide in 40 ml of dimethylformamide is added over 10 minutes. The mixture is stirred at 80°-90° C. for an hour and filtered with suction through cellite under heating. The solvent is distilled off and to the residue is a... Run in CN(C=O)C (dimethylformamide), CN(C=O)C (dimethylformamide). The reagents and catalysts are [Fe] (iron).